This data is from the Open Reaction Database (ORD), a public repository of structured organic reaction records. The task is: describe an organic reaction: reactants, conditions, products, and yield The reactants are O=C([O-])[O-], CCN(CC)C(=O)c1ccc2c(c1)Oc1c(Br)cccc1C2=C1CC2CCC(C1)N2, CCO, [Cs+], [Cs+], C1COCCO1, OB(O)c1ccccc1. The product is CCN(CC)C(=O)c1ccc2c(c1)Oc1c(cccc1-c1ccccc1)C2=C1CC2CCC(C1)N2. As a reaction SMILES: [C:40](=[O:41])([O-:42])[O-:43].[CH2:1]([CH3:2])[N:3]([C:4](=[O:5])[c:6]1[cH:7][cH:8][c:9]2[c:18]([cH:19]1)[O:17][c:16]1[c:11]([cH:12][cH:13][cH:14][c:15]1[Br:20])[C:10]2=[C:21]1[CH2:22][CH:23]2[CH2:24][CH2:25][CH:26]([CH2:27]1)[NH:28]2)[CH2:29][CH3:30].[CH3:52][CH2:53][OH:54].[Cs+:44].[Cs+:45].[O:46]1[CH2:47][CH2:48][O:49][CH2:50][CH2:51]1.[OH:31][B:32]([OH:33])[c:34]1[cH:35][cH:36][cH:37][cH:38][cH:39]1>>[CH2:1]([CH3:2])[N:3]([C:4](=[O:5])[c:6]1[cH:7][cH:8][c:9]2[c:18]([cH:19]1)[O:17][c:16]1[c:11]([cH:12][cH:13][cH:14][c:15]1-[c:34]1[cH:35][cH:36][cH:37][cH:38][cH:39]1)[C:10]2=[C:21]1[CH2:22][CH:23]2[CH2:24][CH2:25][CH:26]([CH2:27]1)[NH:28]2)[CH2:29][CH3:30].